This data is from the Open Reaction Database (ORD), a public repository of structured organic reaction records. The task is: describe an organic reaction: reactants, conditions, products, and yield Reaction conditions: time 15 minute. Procedure: In 30 ml of dry diethyl ether was dissolved 3.0 g (5.8 mmol) of the ester (130d), to the mixture was added 220 mg (5.8 mmol) of lithium aluminium hydride under ice-cooling. The mixture was stirred at room temperature for 15 minutes. The reaction mixture was diluted with water and extracted with ethyl acetate. The extract was washed with water, dried over anhydrous sodium sulfate, filtered, and concentrated under reduced pressure. The residue was purified by silica gel column chromatography (ethy... Product: C(C1=CC=CC=C1)OCCCC=1N(C(=C(N1)C(C)C)SC1=CC(=CC(=C1)Cl)Cl)CCO (2-(2-(3-benzyloxypropyl)-5-(3,5-dichlorophenylthio)-4-isopropyl-1H-imidazol-1-yl)-ethanol). Reactants: C(C1=CC=CC=C1)OCCC=1N(C(=C(N1)C(C)C)SC1=CC(=CC(=C1)Cl)Cl)CCO (2-(2-(2-benzyloxyethyl)-5-(3,5-dichlorophenylthio)-4-isopropyl-1H-imidazol-1-yl)ethanol), C(C)OCC (diethyl ether), [H-].[Al+3].[Li+].[H-].[H-].[H-] (lithium aluminium hydride). The solvent is O (water). The yield is 87.0%. RXN SMILES: C(O[CH2:9][CH2:10][C:11]1[N:12]([CH2:28][CH2:29][OH:30])[C:13]([S:19][C:20]2[CH:25]=[C:24]([Cl:26])[CH:23]=[C:22]([Cl:27])[CH:21]=2)=[C:14]([CH:16]([CH3:18])[CH3:17])[N:15]=1)C1C=CC=CC=1.[H-].[Al+3].[Li+].[H-].[H-].[H-].[CH2:37]([O:39][CH2:40][CH3:41])C>O>[CH2:40]([O:39][CH2:37][CH2:9][CH2:10][C:11]1[N:12]([CH2:28][CH2:29][OH:30])[C:13]([S:19][C:20]2[CH:25]=[C:24]([Cl:26])[CH:23]=[C:22]([Cl:27])[CH:21]=2)=[C:14]([CH:16]([CH3:18])[CH3:17])[N:15]=1)[C:41]1[CH:24]=[CH:25][CH:20]=[CH:21][CH:22]=1 |f:1.2.3.4.5.6|. The reactants are COc1ccc(C(C=Cc2c(OC)cc(OC)cc2OC)S(=O)C(C=Cc2c(OC)cc(OC)cc2OC)c2ccc(OC)cc2)cc1, CC(=O)O, O, OO. Yields the product COc1ccc(C(C=Cc2c(OC)cc(OC)cc2OC)S(=O)(=O)C(C=Cc2c(OC)cc(OC)cc2OC)c2ccc(OC)cc2)cc1. As a reaction SMILES: [CH3:1][O:2][c:3]1[c:4]([CH:5]=[CH:6][CH:7]([c:8]2[cH:9][cH:10][c:11]([O:14][CH3:15])[cH:12][cH:13]2)[S:16](=[O:17])[CH:18]([c:19]2[cH:20][cH:21][c:22]([O:25][CH3:26])[cH:23][cH:24]2)[CH:27]=[CH:28][c:29]2[c:30]([O:39][CH3:40])[cH:31][c:32]([O:37][CH3:38])[cH:33][c:34]2[O:35][CH3:36])[c:41]([O:47][CH3:48])[cH:42][c:43]([O:45][CH3:46])[cH:44]1.[CH3:52][C:53](=[O:54])[OH:55].[OH2:51].[OH:49][OH:50]>>[CH3:1][O:2][c:3]1[c:4]([CH:5]=[CH:6][CH:7]([c:8]2[cH:9][cH:10][c:11]([O:14][CH3:15])[cH:12][cH:13]2)[S:16](=[O:17])([CH:18]([c:19]2[cH:20][cH:21][c:22]([O:25][CH3:26])[cH:23][cH:24]2)[CH:27]=[CH:28][c:29]2[c:30]([O:39][CH3:40])[cH:31][c:32]([O:37][CH3:38])[cH:33][c:34]2[O:35][CH3:36])=[O:49])[c:41]([O:47][CH3:48])[cH:42][c:43]([O:45][CH3:46])[cH:44]1.